This data is from the Open Reaction Database (ORD), a public repository of structured organic reaction records. The task is: describe an organic reaction: reactants, conditions, products, and yield The reactants are S(=O)(Cl)Cl (thionyl chloride), ClC1=C(C(=C(C(=O)O)C=C1Cl)C)C1=CC(=NO1)C (4,5-Dichloro-2-methyl-3-(3-methylisoxazole-5-yl)benzoic acid), Cl.CN1N=CC=C1O (1-methyl-5-hydroxypyrazole hydrochloride), CC(C#N)(O)C (acetone cyanohydrine). The reagents and catalysts are N1=CC=CC=C1 (pyridine). Solvent: C(Cl)(Cl)Cl (chloroform), C(C)N(CC)CC (triethyl amine), C(Cl)(Cl)Cl (chloroform), C1=CC=CC=C1 (benzene), C(C)N(CC)CC (triethyl amine). Run at time 2 hour. Product: ClC1=C(C(=C(C(=O)C2=NN(C(=C2)O)C)C=C1Cl)C)C1=CC(=NO1)C (4,5-Dichloro-2-methyl-3-(3-methylisoxazole-5-yl) benzoyl-1-methyl-5-hydroxypyrazole). As a reaction SMILES: [Cl:1][C:2]1[C:10]([Cl:11])=[CH:9][C:5]([C:6]([OH:8])=O)=[C:4]([CH3:12])[C:3]=1[C:13]1[O:17][N:16]=[C:15]([CH3:18])[CH:14]=1.S(Cl)(Cl)=O.Cl.[CH3:24][N:25]1[C:29]([OH:30])=[CH:28][CH:27]=[N:26]1.CC(C)(O)C#N>C1C=CC=CC=1.N1C=CC=CC=1.C(Cl)(Cl)Cl.C(N(CC)CC)C>[Cl:1][C:2]1[C:10]([Cl:11])=[CH:9][C:5]([C:6]([C:27]2[CH:28]=[C:29]([OH:30])[N:25]([CH3:24])[N:26]=2)=[O:8])=[C:4]([CH3:12])[C:3]=1[C:13]1[O:17][N:16]=[C:15]([CH3:18])[CH:14]=1 |f:2.3|. Procedure: 4,5-Dichloro-2-methyl-3-(3-methylisoxazole-5-yl)benzoic acid in an amount of 0.35 g (1.2 mmol) was dissolved in 10 ml benzene, and the resulting solution was then added with thionyl chloride in an amount of 0.18 g (1.5 mmol) and one drop of pyridine and was stirred for 2 hours under heating and reflux. After distillating out the solvent from the reacted mixture under reduced pressure, the residue was dissolved in 3 ml chloroform and the resulting solution was added dropwise into a mixture of 1-m... Starting materials: BrC=1N([C@H]2[C@H](O)[C@H](O)[C@@H](CO)O2)C=2N=C(N=C(C2N1)N)I (8-bromo-2-iodoadenosine), C(CC)N (propylamine), CO (MeOH). Run in C(Cl)Cl (CH2Cl2). The product is IC=1N=C(C=2N=C(N([C@H]3[C@H](O)[C@H](O)[C@@H](CO)O3)C2N1)NCCC)N (2-Iodo-8-propylaminoadenosine). As a reaction SMILES: Br[C:2]1[N:3]([C:13]2[N:14]=[C:15]([I:21])[N:16]=[C:17]([NH2:20])[C:18]=2[N:19]=1)[C@@H:4]1[O:12][C@H:9]([CH2:10][OH:11])[C@@H:7]([OH:8])[C@H:5]1[OH:6].[CH2:22]([NH2:25])[CH2:23][CH3:24].CO>C(Cl)Cl>[I:21][C:15]1[N:16]=[C:17]([NH2:20])[C:18]2[N:19]=[C:2]([NH:25][CH2:22][CH2:23][CH3:24])[N:3]([C:13]=2[N:14]=1)[C@@H:4]1[O:12][C@H:9]([CH2:10][OH:11])[C@@H:7]([OH:8])[C@H:5]1[OH:6]. Procedure details: The reaction was performed with 2-iodo-8-bromoadenosine (5, 90 mg, 0.19 mmol) and propylamine (2.5 ml, 70% w/v in water). Yield 68.8 mg (0.15 mmol, 80%), mp 160–162÷C, Rƒ 0.20 (10% MeOH in CH2Cl2); 1H NMR (DMSO-d6) δ 6.99 (t, 1H, J=4.80 Hz, NH), 6.87 (s, 2H, NH2), 5.80 (d, 1H, J=8.24 Hz, H-1′), 5.67–5.63 (m, 1H, OH-2′), 5.30 (d, 1H, J=6.18 Hz, OH-5′), 5.18 (d, 1H, J=3.77 Hz, OH-3′), 4.56–4.51 (m, 1H, H-2′), 4.09–4.03 (m, 1H, H-3′), 3.96–3.94 (m, 1H, H-4′), 3.62–3.59 (m, 4H, H-5′, NHCH2), 1.57 (q... The reactants are C(C)(C)(C)OC(=O)N1CC(N(C[C@@H]1CCOS(=O)(=O)C)C1=CC(=CC=C1)Cl)=O (4-tert-Butoxycarbonyl-1-(3-chlorophenyl)-5(S)-(2-methylsulfonyloxyethyl)-piperazin-2-one), [F-].C(C)(C)(C)[NH3+] (tert-butylammonium fluoride). The solvent is C(C)#N (acetonitrile). Product: C(C)(C)(C)OC(=O)N1CC(N(C[C@@H]1CCF)C1=CC(=CC=C1)Cl)=O (4-tert-Butoxycarbonyl-1-(3-chlorophenyl)-5(S)-(2-fluoroethyl)-piperazin-2-one). RXN SMILES: [C:1]([O:5][C:6]([N:8]1[C@@H:13]([CH2:14][CH2:15]OS(C)(=O)=O)[CH2:12][N:11]([C:21]2[CH:26]=[CH:25][CH:24]=[C:23]([Cl:27])[CH:22]=2)[C:10](=[O:28])[CH2:9]1)=[O:7])([CH3:4])([CH3:3])[CH3:2].[F-:29].C([NH3+])(C)(C)C>C(#N)C>[C:1]([O:5][C:6]([N:8]1[C@@H:13]([CH2:14][CH2:15][F:29])[CH2:12][N:11]([C:21]2[CH:26]=[CH:25][CH:24]=[C:23]([Cl:27])[CH:22]=2)[C:10](=[O:28])[CH2:9]1)=[O:7])([CH3:4])([CH3:3])[CH3:2] |f:1.2|. Procedure: 4-tert-Butoxycarbonyl-1-(3-chlorophenyl)-5(S)-(2-methylsulfonyloxyethyl)-piperazin-2-one (0.433 g, 1.00 mmol) and tert-butylammonium fluoride (3.0 mL, 1M in THF) were stirred at room temperature in acetonitrile (5 mL) for 72 h. The reaction was quenched with saturated sodium bicarbonate and extracted with ethyl acetate. The organic extracts were dried, concentrated and purified by column chromatography using 20% ethyl acetate in hexane. The title compound was obtained as a thick oil. Starting materials: C(C1=CC=CC=C1)OC1=C(C=CC=2CCCCC12)CC(CO[Si](C)(C)C(C)(C)C)O ((±)-1-[1-(benzyloxy)-5,6,7,8-tetrahydronaphthalen-2-yl]-3-{[tert-butyl(dimethyl)silyl]oxy}propan-2-ol), Intermediate 4. The reagents and catalysts are [Pd] (palladium on carbon). Yields the product [Si](C)(C)(C(C)(C)C)OCC(CC1=C(C=2CCCCC2C=C1)O)O ((±)-2-(3-{[tert-butyl(dimethyl)silyl]oxy}-2-hydroxypropyl)-5,6,7,8-tetrahydronaphthalen-1-ol). Isolated yield 89.9%. RXN SMILES: C([O:8][C:9]1[C:18]2[CH2:17][CH2:16][CH2:15][CH2:14][C:13]=2[CH:12]=[CH:11][C:10]=1[CH2:19][CH:20]([OH:30])[CH2:21][O:22][Si:23]([C:26]([CH3:29])([CH3:28])[CH3:27])([CH3:25])[CH3:24])C1C=CC=CC=1>[Pd]>[Si:23]([O:22][CH2:21][CH:20]([OH:30])[CH2:19][C:10]1[CH:11]=[CH:12][C:13]2[CH2:14][CH2:15][CH2:16][CH2:17][C:18]=2[C:9]=1[OH:8])([C:26]([CH3:28])([CH3:29])[CH3:27])([CH3:25])[CH3:24]. Procedure: Treatment of (±)-1-[1-(benzyloxy)-5,6,7,8-tetrahydronaphthalen-2-yl]-3-{[tert-butyl(dimethyl)silyl]oxy}propan-2-ol (7.93 g, 0.019 mol) with palladium on carbon (10 wt. %, 0.80 g) generally according to the procedure described for Intermediate 4 gave 5.75 g (92%) of (±)-2-(3-{[tert-butyl(dimethyl)silyl]oxy}-2-hydroxypropyl)-5,6,7,8-tetrahydronaphthalen-1-ol as a colorless oil. Rf=0.55 (silica, ethyl acetate:hexanes 1:3); Anal. calcd. for C19H32O3Si.0.3C4H8O2: C, 66.84; H, 9.55. Found: C, 66.47; H... Starting materials: C(C)(C)(C)OC(NCCCCBr)=O ((4-bromobutyl)carbamic acid tert-butyl ester), C(C1=CC=CC=C1)OC(=O)N1CCNCC1 (piperazine-1-carboxylic acid benzyl ester), [I-].[Na+] (sodium iodide), C([O-])([O-])=O.[K+].[K+] (potassium carbonate). The solvent is CC(=O)C (acetone), CC(=O)C (acetone). The product is C(C1=CC=CC=C1)OC(=O)N1CCN(CC1)CCCCNC(=O)OC(C)(C)C (4-(4-tert-Butoxycarbonylaminobutyl)piperazine-1-carboxylic acid benzyl ester), oil. The yield is 68.0%. Reaction SMILES: [C:1]([O:5][C:6](=[O:13])[NH:7][CH2:8][CH2:9][CH2:10][CH2:11]Br)([CH3:4])([CH3:3])[CH3:2].[CH2:14]([O:21][C:22]([N:24]1[CH2:29][CH2:28][NH:27][CH2:26][CH2:25]1)=[O:23])[C:15]1[CH:20]=[CH:19][CH:18]=[CH:17][CH:16]=1.[I-].[Na+].C(=O)([O-])[O-].[K+].[K+]>CC(C)=O>[CH2:14]([O:21][C:22]([N:24]1[CH2:29][CH2:28][N:27]([CH2:11][CH2:10][CH2:9][CH2:8][NH:7][C:6]([O:5][C:1]([CH3:4])([CH3:3])[CH3:2])=[O:13])[CH2:26][CH2:25]1)=[O:23])[C:15]1[CH:20]=[CH:19][CH:18]=[CH:17][CH:16]=1 |f:2.3,4.5.6|. Procedure: A solution of (4-bromobutyl)carbamic acid tert-butyl ester (3.75 g, 90%, 13.38 mmol) in acetone (10 mL) was added to a mixture of piperazine-1-carboxylic acid benzyl ester 15 (2.68 g, 12.16 mmol), sodium iodide (1.82 g, 12.16 mmol), and potassium carbonate (5.04 g, 36.47 mmol) in acetone (100 mL). The reaction mixture was stirred at reflux for 24 h. The mixture was concentrated in vacuo, the resulting residue was diluted with dichloromethane and insoluble inorganics were filtered off. The filtra...